From a dataset of the Open Reaction Database (ORD), a public repository of structured organic reaction records. describe an organic reaction: reactants, conditions, products, and yield Isolated yield 99.0%. Starting materials: C(C)(=O)OCC (ethyl acetate), O1C(OCC1)CC=C1CN(C1)C(=O)OCC1=CC=CC=C1 (Phenylmethyl 3-[2-(1,3-dioxolan-2-yl)ethylidene]azetidine-1-carboxylate), C[N+]1(CCOCC1)[O-] (4-methylmorpholine N-oxide), CC(=O)C.O (acetone water). Reaction conditions: time 20 hour. Yields the product O1C(OCC1)CC(O)C1(CN(C1)C(=O)OCC1=CC=CC=C1)O (phenylmethyl 3-[2-(1,3-dioxolan-2-yl)-1-hydroxyethyl]-3-hydroxyazetidine-1-carboxylate). Reagents/catalysts: [Os](=O)(=O)(=O)=O (osmium tetroxide). Reported procedure: Phenylmethyl 3-[2-(1,3-dioxolan-2-yl)ethylidene]azetidine-1-carboxylate (220 mg, 0.761 mmol), and 4-methylmorpholine N-oxide (287 mg, 2.45 mmol) were dissolved in acetone/water (4:1; 10 mL) and osmium tetroxide (4 wt. % in water; 0.05 mL) was added. The solution was stirred at ambient for 20 h, then was quenched with saturated sodium bisulfite (2 mL) and concentrated in vacuo. The residue was partitioned between ethyl acetate and brine. The aqueous portion was extracted with ethyl acetate. The c... As a reaction SMILES: O1CCOC1CC=C1C[N:10]([C:12]([O:14][CH2:15][C:16]2[CH:21]=[CH:20][CH:19]=[CH:18][CH:17]=2)=[O:13])[CH2:9]1.C[N+]1([O-])CC[O:26]CC1.[C:30]([O:33][CH2:34][CH3:35])(=[O:32])[CH3:31].[CH3:36][C:37]([CH3:39])=[O:38].O>[Os](=O)(=O)(=O)=O>[O:33]1[CH2:34][CH2:35][O:32][CH:30]1[CH2:31][CH:36]([C:37]1([OH:38])[CH2:9][N:10]([C:12]([O:14][CH2:15][C:16]2[CH:21]=[CH:20][CH:19]=[CH:18][CH:17]=2)=[O:13])[CH2:39]1)[OH:26] |f:3.4|.